From a dataset of the Open Reaction Database (ORD), a public repository of structured organic reaction records. describe an organic reaction: reactants, conditions, products, and yield The reactants are BrC1=NC=C(C=C1)CNC(=O)OC(C)(C)C (2-bromo-5-tert-butoxycarbonylaminomethyl-pyridine), 1,1′-[bis(diphenylphosphino)ferrocene]dichloropalladium(II), [Br-].C1(CCCCC1)C[Zn+] (cyclohexylmethylzinc bromide). The solvent is CCOC(=O)C (EtOAc), C1CCOC1 (THF), C1CCOC1 (THF). Run at temperature 60 celsius. The product is C(C)(C)(C)OC(=O)NCC=1C(=NC=CC1)CC1CCCCC1 (3-tert-Butoxycarbonylaminomethyl-cyclohexylmethyl-pyridine). Isolated yield 68.0%. RXN SMILES: Br[C:2]1[CH:7]=[CH:6][C:5]([CH2:8][NH:9][C:10]([O:12][C:13]([CH3:16])([CH3:15])[CH3:14])=[O:11])=[CH:4][N:3]=1.[Br-].[CH:18]1([CH2:24][Zn+])[CH2:23][CH2:22][CH2:21][CH2:20][CH2:19]1>C1COCC1.CCOC(C)=O>[C:13]([O:12][C:10]([NH:9][CH2:8][C:5]1[C:4]([CH2:24][CH:18]2[CH2:23][CH2:22][CH2:21][CH2:20][CH2:19]2)=[N:3][CH:2]=[CH:7][CH:6]=1)=[O:11])([CH3:16])([CH3:15])[CH3:14] |f:1.2|. Procedure details: Dissolve 2-bromo-5-tert-butoxycarbonylaminomethyl-pyridine (500 mg, 1.74 mmol) in anhydrous THF (5 mL) in a sealed tube. Degas the solution, purge with nitrogen and add 1,1′-[bis(diphenylphosphino)ferrocene]dichloropalladium(II) (127 mg, 0.174 mmol) and 0.5M cyclohexylmethylzinc bromide in THF (10.4 mL, 5.22 mmol). Heat the mixture at 60° C. overnight. Cool to room temperature and dilute the reaction mixture with EtOAc. Add water and filter the precipitate over Celite®. Dry the organic phase ove... Starting materials: C(=O)(O)C(CC=1C=C(OC1)[Si](C)(C)C)CCCCCCCCCCC (4-(2-carboxytridecyl)-2-trimethylsilylfuran), C1=C2C(=C(C(=C1I)O)I)OC3=C(C(=C(C=C3C24C5=C(C(=C(C(=C5Cl)Cl)Cl)Cl)C(=O)O4)I)O)I (Rose Bengal), CC(=O)C (acetone), O=O (singlet oxygen). Product: C(=O)(O)C(CC1=CC(OC1O)=O)CCCCCCCCCCC (4-(2-Carboxytridecyl)-5-hydroxy-2(5H)-furanone). Reaction SMILES: [C:1]([CH:4]([CH2:15][CH2:16][CH2:17][CH2:18][CH2:19][CH2:20][CH2:21][CH2:22][CH2:23][CH2:24][CH3:25])[CH2:5][C:6]1C=C([Si](C)(C)C)[O:9][CH:10]=1)([OH:3])=[O:2].C1C(I)=C([OH:33])C(I)=C2OC3C(C4(OC(=O)C5C(Cl)=C(Cl)C(Cl)=C(Cl)C4=5)C=12)=CC(I)=C(O)C=3I.O=O.C[C:62]([CH3:64])=[O:63]>>[C:1]([CH:4]([CH2:15][CH2:16][CH2:17][CH2:18][CH2:19][CH2:20][CH2:21][CH2:22][CH2:23][CH2:24][CH3:25])[CH2:5][C:6]1[CH:10]([OH:9])[O:33][C:62](=[O:63])[CH:64]=1)([OH:3])=[O:2]. Procedure: A mixture of 4-(2-carboxytridecyl)-2-trimethylsilylfuran (46.3 mg, 0.126 mmol) and Rose Bengal (5 mg) in acetone (10 ml) was exposed to singlet oxygen at -78° for 2 hours. The residue, after solvent removal, was purified by preparative TLC (20×20 cm, 500μ silica plate; developed with 10% MeOH/CHCl3 containing a few drops of acetic acid). The title compound was obtained as a colorless solid. The reactants are CCCC[SnH](CCCC)CCCC (Bu3SnH), BrC1=C(N(CC=CCl)C(=O)OC(C)(C)C)C=CC=C1 (2-Bromo-N-(tert-butyloxycarbonyl)-N-(3-chloro-2-propen-1-yl) aniline), CC(C)(C#N)N=NC(C)(C)C#N (AIBN), N#N (N2). Solvent: C1(=CC=CC=C1)C (toluene). Run at temperature 90 celsius, time 2 hour. Product: C(C)(C)(C)OC(=O)N1CC(C2=CC=CC=C12)CCl (1-(tert-Butyloxycarbonyl)-3-(chloromethyl)indoline). Yield: 58.7%. RXN SMILES: Br[C:2]1[CH:19]=[CH:18][CH:17]=[CH:16][C:3]=1[N:4]([C:9]([O:11][C:12]([CH3:15])([CH3:14])[CH3:13])=[O:10])[CH2:5][CH:6]=[CH:7][Cl:8].CC(N=NC(C#N)(C)C)(C#N)C.N#N.CCCC[SnH](CCCC)CCCC>C1(C)C=CC=CC=1>[C:12]([O:11][C:9]([N:4]1[C:3]2[C:16](=[CH:17][CH:18]=[CH:19][CH:2]=2)[CH:6]([CH2:7][Cl:8])[CH2:5]1)=[O:10])([CH3:15])([CH3:14])[CH3:13]. Reported procedure: A solution of 3.3 (110 mg, 0.318 mmol) and AIBN (21 mg, 0.127 mmol) in dry toluene (10 ml) was degassed for 15 mins with N2 and then heated to 90° C. Bu3SnH (84 μl, 0.318 mmol) was added to the mixture in four portions over an hour and the resulting mixture was stirred at 90° C. for a further 2 h. The mixture was then concentrated and purified by flash chromatography (SiO2, 0–10% EtOAc in hexane) to afford 3.4 (50 mg, 59%) as a colourless oil.FAB MS: (NBA/NaI) 267, (M+H+, expected 267) 292 (M+Na... Reactants: C1CCOC1, CCN=C=NCCCN(C)C, CNC1C2CC3CC1CC(O)(C3)C2, CCN(C(C)C)C(C)C, O=C(O)CSCOc1ccc(Cl)cc1Cl, On1nnc2ccccc21. Product: CN(C(=O)CSCOc1ccc(Cl)cc1Cl)C1C2CC3CC1CC(O)(C3)C2. Reaction SMILES: [CH2:59]1[O:60][CH2:61][CH2:62][CH2:63]1.[CH3:26][CH2:27][N:28]=[C:29]=[N:30][CH2:31][CH2:32][CH2:33][N:34]([CH3:35])[CH3:36].[CH3:46][NH:47][CH:48]1[CH:49]2[CH2:50][C:51]3([OH:58])[CH2:52][CH:53]([CH2:54][CH:55]1[CH2:56]3)[CH2:57]2.[CH:37]([N:38]([CH2:39][CH3:40])[CH:41]([CH3:42])[CH3:43])([CH3:44])[CH3:45].[Cl:1][c:2]1[c:3]([O:4][CH2:5][S:6][CH2:7][C:8](=[O:9])[OH:10])[cH:11][cH:12][c:13]([Cl:15])[cH:14]1.[OH:16][n:17]1[c:18]2[c:19]([cH:20][cH:21][cH:22][cH:23]2)[n:24][n:25]1>>[Cl:1][c:2]1[c:3]([O:4][CH2:5][S:6][CH2:7][C:8](=[O:10])[N:47]([CH3:46])[CH:48]2[CH:49]3[CH2:50][C:51]4([OH:58])[CH2:52][CH:53]([CH2:54][CH:55]2[CH2:56]4)[CH2:57]3)[cH:11][cH:12][c:13]([Cl:15])[cH:14]1. Reactants: S(=O)([O-])[O-].[Na+].[Na+] (sodium sulfite), BrC=1C(=C(C=O)C=C(C1C)C)C (3-bromo-2,4,5-trimethylbenzaldehyde), OO (Hydrogen peroxide), Example 67, O.C1(=CC=C(C=C1)S(=O)(=O)O)C (p-toluenesulfonic acid monohydrate). Run in C1CCOC1 (THF), CO (methanol), CO (methanol), C1CCOC1 (THF). Run at time 12 hour. Product: BrC=1C(=C(C=C(C1C)C)O)C (3-Bromo-2,4,5-trimethylphenol). The yield is 30.0%. As a reaction SMILES: [Br:1][C:2]1[C:3]([CH3:12])=[C:4]([CH:7]=[C:8]([CH3:11])[C:9]=1[CH3:10])C=O.O.C1(C)C=CC(S(O)(=O)=[O:21])=CC=1.OO.S([O-])([O-])=O.[Na+].[Na+]>C1COCC1.CO>[Br:1][C:2]1[C:3]([CH3:12])=[C:4]([OH:21])[CH:7]=[C:8]([CH3:11])[C:9]=1[CH3:10] |f:1.2,4.5.6|. Reported procedure: To a solution of 3-bromo-2,4,5-trimethylbenzaldehyde obtained in Reference Example 67 (32.0 g, 141 mmol) in THF (100 mL) was added methanol (200 mL) with ice-cooling, followed by addition of p-toluenesulfonic acid monohydrate (5.40 g, 28.4 mmol) with ice-cooling. Hydrogen peroxide (30%, 24.0 g, 212 mmol) was added dropwise to the reaction solution at 10° C. or lower, and the mixture was warmed to room temperature and stirred for 12 hours. Then the reaction solution was stirred at 50° C. for 36 h... Starting materials: CC(=O)[O-], C1CCOC1, CO, [Na+], O=C1CCCCC1, NC1CCC(Oc2ccccc2)CC1. The product is c1ccc(OC2CCC(NC3CCCCC3)CC2)cc1. Reaction SMILES: [C:22]([O-:23])(=[O:24])[CH3:25].[CH2:27]1[O:28][CH2:29][CH2:30][CH2:31]1.[CH3:32][OH:33].[Na+:26].[O:15]=[C:16]1[CH2:17][CH2:18][CH2:19][CH2:20][CH2:21]1.[O:1]([c:2]1[cH:3][cH:4][cH:5][cH:6][cH:7]1)[CH:8]1[CH2:9][CH2:10][CH:11]([NH2:14])[CH2:12][CH2:13]1>>[O:1]([c:2]1[cH:3][cH:4][cH:5][cH:6][cH:7]1)[CH:8]1[CH2:9][CH2:10][CH:11]([NH:14][CH:16]2[CH2:17][CH2:18][CH2:19][CH2:20][CH2:21]2)[CH2:12][CH2:13]1. The reactants are O=C1c2ccccc2C(=O)N1Cc1ccc2c(c1)ncn2-c1cccc(Br)c1, CCCC[Sn](CCCC)(CCCC)c1ccccn1, C1CCOC1, c1ccc(P(c2ccccc2)(c2ccccc2)[Pd](P(c2ccccc2)(c2ccccc2)c2ccccc2)(P(c2ccccc2)(c2ccccc2)c2ccccc2)P(c2ccccc2)(c2ccccc2)c2ccccc2)cc1. Product: O=C1c2ccccc2C(=O)N1Cc1ccc2c(c1)ncn2-c1cccc(-c2ccccn2)c1. As a reaction SMILES: [Br:1][c:2]1[cH:3][c:4](-[n:8]2[cH:9][n:10][c:11]3[c:12]2[cH:13][cH:14][c:15]([CH2:17][N:18]2[C:19](=[O:28])[c:20]4[cH:21][cH:22][cH:23][cH:24][c:25]4[C:26]2=[O:27])[cH:16]3)[cH:5][cH:6][cH:7]1.[CH2:29]([Sn:30]([CH2:31][CH2:32][CH2:33][CH3:40])([c:34]1[n:35][cH:36][cH:37][cH:38][cH:39]1)[CH2:41][CH2:42][CH2:43][CH3:44])[CH2:45][CH2:46][CH3:47].[CH2:48]1[O:49][CH2:50][CH2:51][CH2:52]1.[cH:53]1[cH:54][cH:55][c:56]([P:57]([Pd:58]([P:59]([c:60]2[cH:61][cH:62][cH:63][cH:64][cH:65]2)([c:66]2[cH:67][cH:68][cH:69][cH:70][cH:71]2)[c:72]2[cH:73][cH:74][cH:75][cH:76][cH:77]2)([P:78]([c:79]2[cH:80][cH:81][cH:82][cH:83][cH:84]2)([c:85]2[cH:86][cH:87][cH:88][cH:89][cH:90]2)[c:91]2[cH:92][cH:93][cH:94][cH:95][cH:96]2)[P:97]([c:98]2[cH:99][cH:100][cH:101][cH:102][cH:103]2)([c:104]2[cH:105][cH:106][cH:107][cH:108][cH:109]2)[c:110]2[cH:111][cH:112][cH:113][cH:114][cH:115]2)([c:116]2[cH:117][cH:118][cH:119][cH:120][cH:121]2)[c:122]2[cH:123][cH:124][cH:125][cH:126][cH:127]2)[cH:128][cH:129]1>>[c:2]1(-[c:34]2[n:35][cH:36][cH:37][cH:38][cH:39]2)[cH:3][c:4](-[n:8]2[cH:9][n:10][c:11]3[c:12]2[cH:13][cH:14][c:15]([CH2:17][N:18]2[C:19](=[O:28])[c:20]4[cH:21][cH:22][cH:23][cH:24][c:25]4[C:26]2=[O:27])[cH:16]3)[cH:5][cH:6][cH:7]1.